From a dataset of the Open Reaction Database (ORD), a public repository of structured organic reaction records. describe an organic reaction: reactants, conditions, products, and yield Starting materials: COC(=O)Cc1cccc(NC(=O)c2ccc(Br)o2)c1, OB(O)c1ccccc1. The product is COC(=O)Cc1cccc(NC(=O)c2ccc(-c3ccccc3)o2)c1. Reaction SMILES: [CH3:1][O:2][C:3]([CH2:4][c:5]1[cH:6][c:7]([NH:11][C:12](=[O:13])[c:14]2[o:15][c:16]([Br:19])[cH:17][cH:18]2)[cH:8][cH:9][cH:10]1)=[O:20].[OH:21][B:22]([OH:23])[c:24]1[cH:25][cH:26][cH:27][cH:28][cH:29]1>>[CH3:1][O:2][C:3]([CH2:4][c:5]1[cH:6][c:7]([NH:11][C:12](=[O:13])[c:14]2[o:15][c:16](-[c:24]3[cH:25][cH:26][cH:27][cH:28][cH:29]3)[cH:17][cH:18]2)[cH:8][cH:9][cH:10]1)=[O:20]. Reaction SMILES: [OH2:1].[CH3:2][C:3]1[CH:8]=[CH:7][C:6]([C:9]2[N:13]3[CH:14]=[CH:15][CH:16]=[C:17]([CH2:18][S:19][C:20]4[NH:24][C:23]5[CH:25]=[CH:26][CH:27]=[CH:28][C:22]=5[N:21]=4)[C:12]3=[N:11][CH:10]=2)=[CH:5][CH:4]=1.CC1C=CC(C2N3C=CC=C(CSC4NC5C=CC=CC=5N=4)C3=NC=2)=CC=1.N1C2C=CC=CC=2N=C1>>[CH3:2][C:3]1[CH:4]=[CH:5][C:6]([C:9]2[N:13]3[CH:14]=[CH:15][CH:16]=[C:17]([CH2:18][S:19]([C:20]4[NH:21][C:22]5[CH:28]=[CH:27][CH:26]=[CH:25][C:23]=5[N:24]=4)=[O:1])[C:12]3=[N:11][CH:10]=2)=[CH:7][CH:8]=1 |f:0.1.2|. Product: CC1=CC=C(C=C1)C1=CN=C2N1C=CC=C2CS(=O)C2=NC1=C(N2)C=CC=C1 (2-[[[3-(4-methylphenyl)imidazo[1,2-a]pyridin-8-yl]methyl]sulfinyl]-1H-benzimidazole). Procedure details: The title compound (801 mg) was prepared by the method of Example 2 using 1.38 g (3.7 mmole) of 2-[[[3-(4-methylphenyl)imidazo[1,2-a]pyridin-8-yl]methyl]thio]-1H-benzimidazole hemihydrate (see Example 53) instead of 2-[(imidazo[1,2-a]pyridin-8-yl]methyl)thio]-1H-benzimidazole. Structure assignment was supported by the nmr and infrared spectra and by elemental analysis. The reactants are O.CC1=CC=C(C=C1)C1=CN=C2N1C=CC=C2CSC2=NC1=C(N2)C=CC=C1.CC1=CC=C(C=C1)C1=CN=C2N1C=CC=C2CSC2=NC1=C(N2)C=CC=C1 (2-[[[3-(4-methylphenyl)imidazo[1,2-a]pyridin-8-yl]methyl]thio]-1H-benzimidazole hemihydrate), N1C=NC2=C1C=CC=C2 (1H-benzimidazole). Isolated yield 56.0%. The reactants are FCCCCBr, COC(=O)CN(Cc1ccc(OC)cc1)S(=O)(=O)c1ccc(O)cc1, [K+], [K+], O=C([O-])[O-], CN(C)C=O, O. The product is COC(=O)CN(Cc1ccc(OC)cc1)S(=O)(=O)c1ccc(OCCCCF)cc1. As a reaction SMILES: [Br:32][CH2:33][CH2:34][CH2:35][CH2:36][F:37].[CH3:1][O:2][C:3]([CH2:4][N:5]([CH2:6][c:7]1[cH:8][cH:9][c:10]([O:13][CH3:14])[cH:11][cH:12]1)[S:15](=[O:16])(=[O:17])[c:18]1[cH:19][cH:20][c:21]([OH:24])[cH:22][cH:23]1)=[O:25].[K+:26].[K+:27].[O-:28][C:29]([O-:30])=[O:31].[O:38]=[CH:39][N:40]([CH3:41])[CH3:42].[OH2:43]>>[CH3:1][O:2][C:3]([CH2:4][N:5]([CH2:6][c:7]1[cH:8][cH:9][c:10]([O:13][CH3:14])[cH:11][cH:12]1)[S:15](=[O:16])(=[O:17])[c:18]1[cH:19][cH:20][c:21]([O:24][CH2:33][CH2:34][CH2:35][CH2:36][F:37])[cH:22][cH:23]1)=[O:25]. The reactants are CC1(COC2(OC1)CCC(CC2)=O)C (3,3-dimethyl-1,5-dioxaspiro[5.5]undecan-9-one), N (ammonia), [H][H] (hydrogen). Yields the product CC1(COC2(OC1)CCC(CC2)N)C (3,3-Dimethyl-1,5-dioxaspiro[5.5]undec-9-ylamine). Reported procedure: A solution of 20.0 g (0.1 mol) of 3,3-dimethyl-1,5-dioxaspiro[5.5]undecan-9-one in 250 ml of methanol which contained 38 g of ammonia was hydrogenated at 100° C. and a hydrogen pressure of 100 bar in the presence of 3 g of Raney nickel. The catalyst was filtered off and the solvent was stripped off in vacuo. The crude product was purified by means of a thin film evaporator (140° C./0.8 bar). This gave 16 g (80% of theory) of distillate which solidified upon standing. RXN SMILES: [CH3:1][C:2]1([CH3:14])[CH2:7][O:6][C:5]2([CH2:12][CH2:11][C:10](=O)[CH2:9][CH2:8]2)[O:4][CH2:3]1.[NH3:15].[H][H]>CO.[Ni]>[CH3:1][C:2]1([CH3:14])[CH2:7][O:6][C:5]2([CH2:12][CH2:11][CH:10]([NH2:15])[CH2:9][CH2:8]2)[O:4][CH2:3]1. Reagents/catalysts: [Ni] (Raney nickel). Run in CO (methanol). Reactants: C(C1CO1)OC1=CC=CC=C1 (Phenyl glycidyl ether), NC1=NC(=C2NC=NC2=N1)NCCN (2-amino-6-(2-aminoethylamino)-purine). The solvent is CO (methanol). Reaction conditions: time 24 hour. Product: O(C1=CC=CC=C1)CC(CNCCNC1=C2NC=NC2=NC(=N1)N)O (1-Phenoxy-3-[2-(2-aminopurin-6-ylamino)-ethylamino]-propan-2-ol). RXN SMILES: [CH2:1]([O:5][C:6]1[CH:11]=[CH:10][CH:9]=[CH:8][CH:7]=1)[CH:2]1[O:4][CH2:3]1.[NH2:12][C:13]1[N:21]=[C:20]2[C:16]([NH:17][CH:18]=[N:19]2)=[C:15]([NH:22][CH2:23][CH2:24][NH2:25])[N:14]=1>CO>[O:5]([CH2:1][CH:2]([OH:4])[CH2:3][NH:25][CH2:24][CH2:23][NH:22][C:15]1[N:14]=[C:13]([NH2:12])[N:21]=[C:20]2[C:16]=1[NH:17][CH:18]=[N:19]2)[C:6]1[CH:11]=[CH:10][CH:9]=[CH:8][CH:7]=1. Procedure details: 3.5 g. Phenyl glycidyl ether and 8.7 g. 2-amino-6-(2-aminoethylamino)-purine are dissolved in 50 ml. methanol and left to stand for 24 hours at ambient temperature. The methanol is then removed in a vacuum and the residue is dissolved in methylene chloride and purified on a silica gel column using, as elution agent, methylene chloride-methanol (7:3 v/v). The residue obtained by evaporation of the pure fractions is triturated with ethanol and then recrystallized from this solvent. There are obtai... The reactants are C[S+](C)(C)=O, CS(C)=O, CC(=O)CN1CCN(c2ccc(C(F)(F)F)cc2)CC1, [H-], [I-], [Na+], O. Product: CC1(CN2CCN(c3ccc(C(F)(F)F)cc3)CC2)CO1. As a reaction SMILES: [CH3:2][S+:3]([CH3:4])([CH3:5])=[O:6].[CH3:30][S:31]([CH3:32])=[O:33].[F:9][C:10]([c:11]1[cH:12][cH:13][c:14]([N:17]2[CH2:18][CH2:19][N:20]([CH2:23][C:24]([CH3:25])=[O:26])[CH2:21][CH2:22]2)[cH:15][cH:16]1)([F:27])[F:28].[H-:7].[I-:1].[Na+:8].[OH2:29]>>[CH2:2]1[C:24]([CH2:23][N:20]2[CH2:19][CH2:18][N:17]([c:14]3[cH:13][cH:12][c:11]([C:10]([F:9])([F:27])[F:28])[cH:16][cH:15]3)[CH2:22][CH2:21]2)([CH3:25])[O:26]1.